Dataset: the Open Reaction Database (ORD), a public repository of structured organic reaction records. Task: describe an organic reaction: reactants, conditions, products, and yield Reactants: [N+](=O)([O-])C=1C=CC2=C(N(C(C=C3N2C(N=N3)=O)=O)C3=CC=CC=C3)C1 (8-nitro-6-phenyl-1H-s-triazolo[4,3-a] [1,5]-benzodiazepine-1,5-dione), [H][H] (hydrogen), [H][H] (hydrogen), 50. Reagents/catalysts: [Pd] (palladium-on-charcoal). The solvent is C(C)O (ethanol). Yields the product NC=1C=CC2=C(N(C(C=C3N2C(N=N3)=O)=O)C3=CC=CC=C3)C1 (8-amino-6-phenyl-1H-s-triazolo[4,3-a] [1,5]benzodiazepine-1,5-dione). RXN SMILES: [N+:1]([C:4]1[CH:5]=[CH:6][C:7]2[N:13]3[C:14](=[O:17])[N:15]=[N:16][C:12]3=[CH:11][C:10](=[O:18])[N:9]([C:19]3[CH:24]=[CH:23][CH:22]=[CH:21][CH:20]=3)[C:8]=2[CH:25]=1)([O-])=O.[H][H]>C(O)C.[Pd]>[NH2:1][C:4]1[CH:5]=[CH:6][C:7]2[N:13]3[C:14](=[O:17])[N:15]=[N:16][C:12]3=[CH:11][C:10](=[O:18])[N:9]([C:19]3[CH:24]=[CH:23][CH:22]=[CH:21][CH:20]=3)[C:8]=2[CH:25]=1. Procedure: 33.5 g of 8-nitro-6-phenyl-1H-s-triazolo[4,3-a] [1,5]-benzodiazepine-1,5-dione in 100 ml of ethanol containing 2.0 g of 10% palladium-on-charcoal is hydrogenated at room temperature at an initial hydrogen pressure of 50 p.s.i. The reaction is stopped when 0.3 moles of hydrogen has been absorbed; the suspension is filtered and the filtrate evaporated to give the title compound. The reactants are CC(C)=O, CC(C)CC(N)C(=O)O, CC(C)CC=O, O. Yields the product CC(C)CC(C(=O)O)N(C)CC(C)C. RXN SMILES: [CH3:17][C:18](=[O:19])[CH3:20].[CH3:1][CH:2]([CH3:3])[CH2:4][CH:5]([NH2:6])[C:7]([OH:8])=[O:9].[CH:10]([CH2:11][CH:12]([CH3:13])[CH3:14])=[O:15].[OH2:16]>>[CH3:1][CH:2]([CH3:3])[CH2:4][CH:5]([N:6]([CH2:11][CH:12]([CH3:13])[CH3:14])[CH3:17])[C:7]([OH:8])=[O:9]. Starting materials: [Si](C1=CC=CC=C1)(C1=CC=CC=C1)(C(C)(C)C)OC[C@@H]1CCC(S1)N1C2=NC(=NC(=C2N=C1)N)Cl (9-(5-O-t-Butyldiphenylsilyl-4-thio-2,3-dideoxy-D-ribofuranosyl)-2-chloro-6-aminopurine), CC(=O)O (CH3COOH), solution, [F-].C(CCC)[N+](CCCC)(CCCC)CCCC (tetrabutylammonium fluoride), CO (MeOH). The reagents and catalysts are N1=CC=CC=C1 (pyridine). The solvent is C1CCOC1 (THF). Reaction conditions: time 1 hour. Product: C1(CC[C@H](S1)CO)N1C2=NC(=NC(=C2N=C1)N)Cl (9-(4-Thio-2,3-dideoxy-D-ribofuranosyl)-2-chloro-6aminopurine). Yield: 70.0%. Reaction SMILES: [Si]([O:18][CH2:19][C@H:20]1[S:24][CH:23]([N:25]2[CH:33]=[N:32][C:31]3[C:26]2=[N:27][C:28]([Cl:35])=[N:29][C:30]=3[NH2:34])[CH2:22][CH2:21]1)(C(C)(C)C)(C1C=CC=CC=1)C1C=CC=CC=1.CC(O)=O.[F-].C([N+](CCCC)(CCCC)CCCC)CCC.CO>C1COCC1.N1C=CC=CC=1>[CH:23]1([N:25]2[CH:33]=[N:32][C:31]3[C:26]2=[N:27][C:28]([Cl:35])=[N:29][C:30]=3[NH2:34])[S:24][C@H:20]([CH2:19][OH:18])[CH2:21][CH2:22]1 |f:2.3|. Procedure details: To a solution of 15 (100 mg, 0.19 mmol) in 5 mL of THF was added CH3COOH (14 μL, 0.24 mmol) and 1 M solution of tetrabutylammonium fluoride in MeOH (0.4 mL, 0.4 mmol) followed by stirring for 1 hour. One drop of pyridine was added and then solvent was evaporated in vacuo. The residue was purified by preparative TLC using 90:10 CHCl3 -MeOH as eluant to afford crude 18 which was crystallized by EtOH to give pure 18 (38 mg, 70%); mp. 125°-127° C.; FAB MS 286 (M+H)+ ; 1H NMR (DMSO-d6) δ 8.45 (s, 1, ...